From a dataset of the Open Reaction Database (ORD), a public repository of structured organic reaction records. describe an organic reaction: reactants, conditions, products, and yield Starting materials: C(C1=CC=CC=C1)N (benzylamine), Cl.ClC=1C2=CC(=CC=C2N=C2CCCCC12)CCCCCCCCCC (9-Chloro-7-decyl-1,2,3,4-tetrahydroacridine hydrochloride), [OH-].[Na+] (NaOH). Solvent: C1(=CC=CC=C1)O (phenol). The product is Cl.C(C1=CC=CC=C1)NC=1C2=CC(=CC=C2N=C2CCCCC12)CCCCCCCCCC (9-Benzylamino-7-decyl-1,2,3,4-tetrahydroacridine hydrochloride). Isolated yield 43.9%. RXN SMILES: Cl.[Cl:2][C:3]1[C:4]2[C:9]([N:10]=[C:11]3[C:16]=1[CH2:15][CH2:14][CH2:13][CH2:12]3)=[CH:8][CH:7]=[C:6]([CH2:17][CH2:18][CH2:19][CH2:20][CH2:21][CH2:22][CH2:23][CH2:24][CH2:25][CH3:26])[CH:5]=2.[CH2:27]([NH2:34])[C:28]1[CH:33]=[CH:32][CH:31]=[CH:30][CH:29]=1.[OH-].[Na+]>C1(O)C=CC=CC=1>[ClH:2].[CH2:27]([NH:34][C:3]1[C:4]2[C:9]([N:10]=[C:11]3[C:16]=1[CH2:15][CH2:14][CH2:13][CH2:12]3)=[CH:8][CH:7]=[C:6]([CH2:17][CH2:18][CH2:19][CH2:20][CH2:21][CH2:22][CH2:23][CH2:24][CH2:25][CH3:26])[CH:5]=2)[C:28]1[CH:33]=[CH:32][CH:31]=[CH:30][CH:29]=1 |f:0.1,3.4,6.7|. Procedure: 9-Chloro-7-decyl-1,2,3,4-tetrahydroacridine hydrochloride (5.0 g) was dissolved in 50 ml of phenol and heated at 150° C. with 3.50 g of benzylamine. After 2 hours at this temperature the reaction mixture was poured into 10% NaOH and extracted with Et2O. The organic phase was separated, washed with water and treated with 5% HCl. The insoluble hydrochloride was filtered off and recrystallized from MeOH/Et2O to give 2.59 g of product, m.p. 215° C. Reactants: C1CCOC1, COS(=O)(=O)OC, [H-], [Na+], COc1ccc(CC(O)=C(C#N)C#N)cc1OC. Product: COC(Cc1ccc(OC)c(OC)c1)=C(C#N)C#N. RXN SMILES: [CH2:28]1[O:29][CH2:30][CH2:31][CH2:32]1.[CH3:21][O:22][S:23]([O:24][CH3:25])(=[O:26])=[O:27].[H-:2].[Na+:1].[OH:3][C:4]([CH2:5][c:6]1[cH:7][c:8]([O:14][CH3:15])[c:9]([O:12][CH3:13])[cH:10][cH:11]1)=[C:16]([C:17]#[N:18])[C:19]#[N:20]>>[O:3]([C:4]([CH2:5][c:6]1[cH:7][c:8]([O:14][CH3:15])[c:9]([O:12][CH3:13])[cH:10][cH:11]1)=[C:16]([C:17]#[N:18])[C:19]#[N:20])[CH3:21]. Reactants: Cl.FC1=CN=C(S1)N (5-fluorothiazol-2-amine hydrochloride), N1C=NC=C1 (1H-imidazole), CCN(C(C)C)C(C)C (DIPEA), Cl.BrC1=C2CCNCC2=CC=C1 (5-bromo-1,2,3,4-tetrahydroisoquinoline hydrochloride), S(=O)(=O)(Cl)Cl (sulfuryl chloride), C(CC(O)(C(=O)O)CC(=O)O)(=O)O (citric acid). Run in C(Cl)Cl (DCM), C1CCOC1 (THF), CCCCCCC (heptane). Conditions: time 10 minute. Product: BrC1=C2CCN(CC2=CC=C1)S(=O)(=O)NC=1SC(=CN1)F (5-bromo-N-(5-fluorothiazol-2-yl)-3,4-dihydroisoquinoline-2(1H)-sulfonamide). Isolated yield 41.2%. RXN SMILES: Cl.[F:2][C:3]1[S:7][C:6]([NH2:8])=[N:5][CH:4]=1.N1C=CN=C1.[S:14](Cl)(Cl)(=[O:16])=[O:15].Cl.[Br:20][C:21]1[CH:30]=[CH:29][CH:28]=[C:27]2[C:22]=1[CH2:23][CH2:24][NH:25][CH2:26]2.CCN(C(C)C)C(C)C.C(O)(=O)CC(CC(O)=O)(C(O)=O)O>C(Cl)Cl.C1COCC1.CCCCCCC>[Br:20][C:21]1[CH:30]=[CH:29][CH:28]=[C:27]2[C:22]=1[CH2:23][CH2:24][N:25]([S:14]([NH:8][C:6]1[S:7][C:3]([F:2])=[CH:4][N:5]=1)(=[O:16])=[O:15])[CH2:26]2 |f:0.1,4.5|. Procedure: A solution of 5-fluorothiazol-2-amine hydrochloride (Milestone Pharmatech, Brunswick, N.J., 6.22 g, 40.2 mmol) and 1H-imidazole (10.96 g, 161 mmol) in 200 mL DCM was cooled to −78° C. and was treated with sulfuryl chloride (3.27 ml, 40.2 mmol). After stirring for 10 minutes, the reaction mixture was placed into a 0° C. bath and was allowed to stir for an additional hour. To this mixture was added 30 mL of heptane and the solvent was decanted. The remaining solid was treated with 5-bromo-1,2,3,4-... The reactants are Cl.OC1=C(C=C(C=C1)CCN)OC (2-(4-hydroxy-3-methoxyphenyl)-ethylamine hydrochloride), Cl (hydrochloric acid), C(C)S(=O)(=O)N[C@H](C(=O)O)C(C)C ((S)-2-(ethylsulfonylamino)-3-methyl-butyric acid), CN1CCOCC1 (N-methylmorpholine), C(C(C)C)OC(=O)Cl (chloroformic acid isobutyl ester). Run in O1CCCC1 (tetrahydrofuran). Conditions: temperature -20 celsius, time 30 minute. The product is OC1=C(C=C(C=C1)CCNC([C@H](C(C)C)NS(=O)(=O)CC)=O)OC ((S)-2-(ethylsulfonylamino)-3-methyl-butyric acid N-[2-(4-hydroxy-3-methoxyphenyl)ethyl]-amide). Reaction SMILES: [CH2:1]([S:3]([NH:6][C@@H:7]([CH:11]([CH3:13])[CH3:12])[C:8]([OH:10])=O)(=[O:5])=[O:4])[CH3:2].CN1CCOCC1.C(OC(Cl)=O)C(C)C.Cl.[OH:30][C:31]1[CH:36]=[CH:35][C:34]([CH2:37][CH2:38][NH2:39])=[CH:33][C:32]=1[O:40][CH3:41].Cl>O1CCCC1>[OH:30][C:31]1[CH:36]=[CH:35][C:34]([CH2:37][CH2:38][NH:39][C:8](=[O:10])[C@@H:7]([NH:6][S:3]([CH2:1][CH3:2])(=[O:4])=[O:5])[CH:11]([CH3:13])[CH3:12])=[CH:33][C:32]=1[O:40][CH3:41] |f:3.4|. Procedure: 5.1 g of (S)-2-(ethylsulfonylamino)-3-methyl-butyric acid and 5.7 ml of N-methylmorpholine are cooled in 200 ml of tetrahydrofuran, with stirring, to −20° C. 3.15 ml of chloroformic acid isobutyl ester are added dropwise thereto. Stirring is then carried out for 30 min, during which the reaction temperature is increased to −10° C. Cooling is then carried out to −20° C. again and 5.0 g of 2-(4-hydroxy-3-methoxyphenyl)-ethylamine hydrochloride are introduced. The reaction mixture is allowed to war... The reactants are C(C1=CC=CC=C1)OC[C@@H]1CN=C(O1)N ((S)-5-(benzyloxymethyl)-(4,5-dihydro-oxazol-2-yl)amine), C(C#C)(=O)OCC (ethyl propiolate). The solvent is C(C)O (ethanol). Product: C(C1=CC=CC=C1)OC[C@@H]1CN2C(=NC(C=C2)=O)O1 ((S)-2-Benzyloxymethyl-2,3-dihydro-oxazolo[3,2-a]pyrimidin-7-one). The yield is 27.5%. Reaction SMILES: [CH2:1]([O:8][CH2:9][C@H:10]1[O:14][C:13]([NH2:15])=[N:12][CH2:11]1)[C:2]1[CH:7]=[CH:6][CH:5]=[CH:4][CH:3]=1.[C:16](OCC)(=[O:19])[C:17]#[CH:18]>C(O)C>[CH2:1]([O:8][CH2:9][C@H:10]1[O:14][C:13]2=[N:15][C:16](=[O:19])[CH:17]=[CH:18][N:12]2[CH2:11]1)[C:2]1[CH:7]=[CH:6][CH:5]=[CH:4][CH:3]=1. Reported procedure: To a solution of (S)-5-(benzyloxymethyl)-(4,5-dihydro-oxazol-2-yl)amine (6.02 g, 29.4 mmol) in ethanol (210 mL) was added ethyl propiolate (2.97 mL, 29.4 mmol). The reaction mixture was stirred at reflux for 2.5 hours. The mixture was cooled to room temperature, concentrated under vacuum and purified by column chromatography on silica gel (4:1 ethyl acetate:heptanes to 10% methanol in dichloromethane) to provide 2.09 g (28%) of the title compound. [α]D25 −30.09 (c 0.545, CHCl3). Reactants: C(CC)=C1C(CCC1)=O (propylidene cyclopentanone), [Na] (sodium), C(CC(=O)C)(=O)OC (methyl acetoacetate). Run in CO (methanol). Yields the product C=CC(CCCCCC)=O (non-1-en-3-one). As a reaction SMILES: [CH:1](=[C:4]1[CH2:8][CH2:7][CH2:6][C:5]1=[O:9])[CH2:2]C.[Na].[C:11](OC)(=O)[CH2:12]C(C)=O>CO>[CH2:11]=[CH:12][C:5](=[O:9])[CH2:6][CH2:7][CH2:8][CH2:4][CH2:1][CH3:2] |^1:9|. Reported procedure: The procedure of Example 1 is repeated with 19.5 g (0.16 mol) of propylidene cyclopentanone, 0.46 g (0.02 g-atom) of sodium, 21 g (0.18 mol) of methyl acetoacetate and 100 ml of methanol. Fractional distillation yields 14 g (bp 95°-102° C. at 0.5 mm) of 5-ethylbicyclo [4.3.0.] non-1-en-3-one having the structure: ##STR8## The reactants are COC(=O)[C@@H]1CC[C@@H](CC1)NC(=O)OC(C)(C)C (cis-4-(tert-butoxycarbonylamino)cyclohexanecarboxylic acid methyl ester), [H-].[Al+3].[Li+].[H-].[H-].[H-] (lithium aluminum hydride), [H-].[Al+3].[Li+].[H-].[H-].[H-] (lithium aluminum hydride), O (water). Solvent: C(C)OCC (ethyl ether), C(C)OCC (ethyl ether). Run at time 3 hour. Product: C(C)(C)(C)OC(=O)N[C@@H]1CC[C@@H](CC1)CO (cis-N-(tert-Butoxycarbonyl)-4-hydroxymethylcyclohexylamine). Isolated yield 69.7%. As a reaction SMILES: [H-].[Al+3].[Li+].[H-].[H-].[H-].C[O:8][C:9]([C@H:11]1[CH2:16][CH2:15][C@@H:14]([NH:17][C:18]([O:20][C:21]([CH3:24])([CH3:23])[CH3:22])=[O:19])[CH2:13][CH2:12]1)=O.O>C(OCC)C>[C:21]([O:20][C:18]([NH:17][C@H:14]1[CH2:13][CH2:12][C@@H:11]([CH2:9][OH:8])[CH2:16][CH2:15]1)=[O:19])([CH3:24])([CH3:23])[CH3:22] |f:0.1.2.3.4.5|. Procedure details: Under argon atmosphere, a suspension of 1.29 g of lithium aluminum hydride in 40 mL of anhydrous ethyl ether was treated dropwise with a solution of 5.80 g of cis-4-(tert-butoxycarbonylamino)cyclohexanecarboxylic acid methyl ester in 20 mL of anhydrous ethyl ether with cooling in ice, and stirred for 3 hours while allowing to gradually warm to room temperature. The reaction solution was cooled to 0° C., combined a small amount of water to decompose an excessive lithium aluminum hydride. The inso...